This data is from the Open Reaction Database (ORD), a public repository of structured organic reaction records. The task is: describe an organic reaction: reactants, conditions, products, and yield Reactants: c1ccc(COCCc2ccc(-n3cnnc3)cc2)cc1, CC(=O)O, [H][H], [OH-], [OH-], [Pd+2]. Product: OCCc1ccc(-n2cnnc2)cc1. As a reaction SMILES: [CH2:1]([c:2]1[cH:3][cH:4][cH:5][cH:6][cH:7]1)[O:8][CH2:9][CH2:10][c:11]1[cH:12][cH:13][c:14](-[n:17]2[cH:18][n:19][n:20][cH:21]2)[cH:15][cH:16]1.[CH3:27][C:28](=[O:29])[OH:30].[H:22][H:23].[OH-:24].[OH-:26].[Pd+2:25]>>[OH:8][CH2:9][CH2:10][c:11]1[cH:12][cH:13][c:14](-[n:17]2[cH:18][n:19][n:20][cH:21]2)[cH:15][cH:16]1.